Dataset: the Open Reaction Database (ORD), a public repository of structured organic reaction records. Task: describe an organic reaction: reactants, conditions, products, and yield The reactants are C([O-])(O)=O (bicarbonate), BrC=1C=C2C(C3=C(C(=NC(=C3)Cl)F)OC2=CC1)=O (7-bromo-3-chloro-1-fluoro-5H-chromeno[2,3-c]pyridin-5-one), CC(C)(C)S(=O)N (2-methyl-2-propane-sulfinamide). Reagents/catalysts: C(C)O[Ti](OCC)(OCC)OCC (tetraethoxytitanium). Solvent: [Cl-].[Na+].O (brine), C1CCOC1 (THF). Run at temperature 75 celsius, time 1 hour. Yields the product BrC=1C=C2C(C3=C(C(=NC(=C3)Cl)F)OC2=CC1)=NS(=O)C(C)(C)C (N-(7-bromo-3-chloro-1-fluoro-5H-chromeno[2,3-c]pyridin-5-ylidene)-2-methylpropane-2-sulfinamide). RXN SMILES: [Br:1][C:2]1[CH:3]=[C:4]2[C:15](=[CH:16][CH:17]=1)[O:14][C:7]1[C:8]([F:13])=[N:9][C:10]([Cl:12])=[CH:11][C:6]=1[C:5]2=O.[CH3:19][C:20]([S:23]([NH2:25])=[O:24])([CH3:22])[CH3:21].C(=O)(O)[O-]>C1COCC1.[Cl-].[Na+].O.C(O[Ti](OCC)(OCC)OCC)C>[Br:1][C:2]1[CH:3]=[C:4]2[C:15](=[CH:16][CH:17]=1)[O:14][C:7]1[C:8]([F:13])=[N:9][C:10]([Cl:12])=[CH:11][C:6]=1[C:5]2=[N:25][S:23]([C:20]([CH3:22])([CH3:21])[CH3:19])=[O:24] |f:4.5.6|. Reported procedure: A mixture of 7-bromo-3-chloro-1-fluoro-5H-chromeno[2,3-c]pyridin-5-one (740 mg, 2.25 mmol, Example 4), 2-methyl-2-propane-sulfinamide (819 mg, 6.76 mmol, Aldrich), and tetraethoxytitanium (6.07 mL, 29.3 mmol, Aldrich) in dry THF (15 mL) was heated at 75° C. for 24 hours under nitrogen atmosphere. The mixture was cooled to RT and brine and aqueous, saturated bicarbonate solution were added while rapidly stirring. After 1 h, the resulting suspension was filtered through celite, and the filter cake... Product: COC(=O)CCCC#CC(=O)c1ccccc1Cc1ccccc1. The reactants are CCOCC, ClCCl, O=[Cr](=O)([O-])Cl, COC(=O)CCCC#CC(O)c1ccccc1Cc1ccccc1, c1cc[nH+]cc1. RXN SMILES: [CH2:36]([O:37][CH2:38][CH3:39])[CH3:40].[CH2:41]([Cl:42])[Cl:43].[O:25]=[Cr:26]([Cl:27])([O-:28])=[O:29].[OH:1][CH:2]([C:3]#[C:4][CH2:5][CH2:6][CH2:7][C:8](=[O:9])[O:10][CH3:11])[c:12]1[c:13]([CH2:18][c:19]2[cH:20][cH:21][cH:22][cH:23][cH:24]2)[cH:14][cH:15][cH:16][cH:17]1.[nH+:30]1[cH:31][cH:32][cH:33][cH:34][cH:35]1>>[O:1]=[C:2]([C:3]#[C:4][CH2:5][CH2:6][CH2:7][C:8](=[O:9])[O:10][CH3:11])[c:12]1[c:13]([CH2:18][c:19]2[cH:20][cH:21][cH:22][cH:23][cH:24]2)[cH:14][cH:15][cH:16][cH:17]1. The reactants are Cl (hydrogen chloride), [H][H] (hydrogen), NC1=C(OC2CCN(CC2)C(=O)OC(C)(C)C)C=CC=C1[N+](=O)[O-] (tert-butyl 4-(2-amino-3-nitrophenoxy)piperidine-1-carboxylate), C(C)(=O)OCC (ethyl acetate). Reagents/catalysts: [Pd] (palladium on carbon). Run in CO (methanol), O1CCOCC1 (1,4-dioxane), CO (MeOH). Run at time 8 hour. Yields the product Cl.Cl.NC1=C(OC2CCN(CC2)C(=O)OC(C)(C)C)C=CC=C1N (tert-butyl 4-(2,3-diaminophenoxy)piperidine-1-carboxylate dihydrochloride). As a reaction SMILES: [NH2:1][C:2]1[C:21]([N+:22]([O-])=O)=[CH:20][CH:19]=[CH:18][C:3]=1[O:4][CH:5]1[CH2:10][CH2:9][N:8]([C:11]([O:13][C:14]([CH3:17])([CH3:16])[CH3:15])=[O:12])[CH2:7][CH2:6]1.C(OCC)(=O)C.[H][H].[ClH:33]>[Pd].CO.O1CCOCC1>[ClH:33].[ClH:33].[NH2:1][C:2]1[C:21]([NH2:22])=[CH:20][CH:19]=[CH:18][C:3]=1[O:4][CH:5]1[CH2:10][CH2:9][N:8]([C:11]([O:13][C:14]([CH3:17])([CH3:16])[CH3:15])=[O:12])[CH2:7][CH2:6]1 |f:7.8.9|. Procedure details: To a Parr hydrogenation bottle was added 7.0 g of tert-butyl 4-(2-amino-3-nitrophenoxy)piperidine-1-carboxylate, 10% palladium on carbon (50% w/w water) (2.0 g, wet), ethyl acetate (100 mL) and MeOH (150 mL). The atmosphere of the vessel was replaced by hydrogen gas. The reaction was shaken on a Parr hydrogenator at 40 psi at room temperature, overnight. The catalyst was filtered through a plug of Celite and the filtrate was concentrated under reduced pressure to give a residue, which was dissol... Starting materials: BrC1=CC(=C(C=C1)C(=O)N1[C@@H](CCC1)CN1CCCC1)F ((4-bromo-2-fluoro-phenyl)-(2-(S)-pyrrolidin-1-ylmethyl-pyrrolidin-1-yl)-methanone), FC(OC1=CC=C(C=C1)B(O)O)(F)F (4-Trifluoromethoxybenzene boronic acid). The product is FC=1C=C(C=CC1C(=O)N1[C@@H](CCC1)CN1CCCC1)C1=CC=C(C=C1)OC(F)(F)F ((3-Fluoro-4′-trifluoromethoxy-biphenyl-4-yl)-(2-(S)-pyrrolidin-1-ylmethyl-pyrrolidin-1-yl)-methanone). Reaction SMILES: Br[C:2]1[CH:7]=[CH:6][C:5]([C:8]([N:10]2[CH2:14][CH2:13][CH2:12][C@H:11]2[CH2:15][N:16]2[CH2:20][CH2:19][CH2:18][CH2:17]2)=[O:9])=[C:4]([F:21])[CH:3]=1.[F:22][C:23]([F:35])([F:34])[O:24][C:25]1[CH:30]=[CH:29][C:28](B(O)O)=[CH:27][CH:26]=1>>[F:21][C:4]1[CH:3]=[C:2]([C:28]2[CH:27]=[CH:26][C:25]([O:24][C:23]([F:22])([F:34])[F:35])=[CH:30][CH:29]=2)[CH:7]=[CH:6][C:5]=1[C:8]([N:10]1[CH2:14][CH2:13][CH2:12][C@H:11]1[CH2:15][N:16]1[CH2:20][CH2:19][CH2:18][CH2:17]1)=[O:9]. Procedure details: The title compound is prepared in a manner substantially analogous to Procedure SS starting from (4-bromo-2-fluoro-phenyl)-(2-(S)-pyrrolidin-1-ylmethyl-pyrrolidin-1-yl)-methanone and 4-Trifluoromethoxybenzene boronic acid. MS (M+H) 437.1 The reactants are B(OC)(OC)OC (trimethyl borate), [Li]C(C)CC (s-BuLi), CN(C)CCN(C)C (TMEDA), COC=1C=C(C=CC1)C(=O)N1CCCC1 ((3-methoxyphenyl)(pyrrolidin-1-yl)methanone), [Li] (lithium). The solvent is C1CCOC1 (THF). Conditions: time 20 minute. The product is COC1=C(C(=CC=C1)C(=O)N1CCCC1)B(O)O (2-methoxy-6-(pyrrolidine-1-carbonyl)phenylboronic acid). Yield: 28.3%. As a reaction SMILES: [Li]C(CC)C.CN(CCN(C)C)C.[CH3:14][O:15][C:16]1[CH:17]=[C:18]([C:22]([N:24]2[CH2:28][CH2:27][CH2:26][CH2:25]2)=[O:23])[CH:19]=[CH:20][CH:21]=1.[Li].[B:30](OC)([O:33]C)[O:31]C>C1COCC1>[CH3:14][O:15][C:16]1[CH:21]=[CH:20][CH:19]=[C:18]([C:22]([N:24]2[CH2:28][CH2:27][CH2:26][CH2:25]2)=[O:23])[C:17]=1[B:30]([OH:33])[OH:31] |^1:28|. Reported procedure: s-BuLi (70 mL, 1.3M in cyclohexane) was added to TMEDA (15.3 g, 131.9 mmol) at −78° C. dropwise within 30 min. After stirring for 20 min, (3-methoxyphenyl)(pyrrolidin-1-yl)methanone (16 g, 78 mmol) in THF (40 mL) was added into the lithium solution slowly. The solution was stirred at −78° C. for 1.5 h and trimethyl borate (36 mL, 322.6 mmol) was added. The mixture was warmed to room temperature and stirred at rt overnight. The solution was acidified to pH=5-6 and the precipitate were filtered. T... Reactants: COC(C1=CC=C(C=C1)C=1C=NC=CC1)=O (4-pyridin-3-yl-benzoic acid methyl ester), solution, [H-].C(C(C)C)[Al+]CC(C)C (diisobutylaluminum hydride). The solvent is C(Cl)Cl (methylene chloride). Reaction conditions: time 2 hour. Yields the product N1=CC(=CC=C1)C1=CC=C(C=O)C=C1 (4-Pyridin-3-yl-benzaldehyde). The yield is 97.6%. As a reaction SMILES: C[O:2][C:3](=O)[C:4]1[CH:9]=[CH:8][C:7]([C:10]2[CH:11]=[N:12][CH:13]=[CH:14][CH:15]=2)=[CH:6][CH:5]=1.[H-].C([Al+]CC(C)C)C(C)C>C(Cl)Cl>[N:12]1[CH:13]=[CH:14][CH:15]=[C:10]([C:7]2[CH:8]=[CH:9][C:4]([CH:3]=[O:2])=[CH:5][CH:6]=2)[CH:11]=1 |f:1.2|. Procedure: To a solution of 4-pyridin-3-yl-benzoic acid methyl ester (124 mg in 5.0 mL dry methylene chloride) at -78° C. was added 1.46 mL of a 1M solution of diisobutylaluminum hydride in methylene chloride and the mixture stirred at low temperature. After 2 hours, the reaction was quenched by the addition of acetone, warmed to room temperature and stirred for 20 minutes with 1.5 mL of a 1M solution of tartaric acid. At this time the mixture was extracted with methylene chloride and the combined organics...